From a dataset of the Open Reaction Database (ORD), a public repository of structured organic reaction records. describe an organic reaction: reactants, conditions, products, and yield Reactants: CCN(c1nc(C)cc(CO)n1)c1ccc(C(C)C)cc1Br, C1CCOC1, [H-], CI, [Na+], O. The product is CCN(c1nc(C)cc(COC)n1)c1ccc(C(C)C)cc1Br. Reaction SMILES: [Br:1][c:2]1[c:3]([N:11]([c:12]2[n:13][c:14]([CH2:19][OH:20])[cH:15][c:16]([CH3:18])[n:17]2)[CH2:21][CH3:22])[cH:4][cH:5][c:6]([CH:8]([CH3:9])[CH3:10])[cH:7]1.[CH2:28]1[O:29][CH2:30][CH2:31][CH2:32]1.[H-:23].[I:25][CH3:26].[Na+:24].[OH2:27]>>[Br:1][c:2]1[c:3]([N:11]([c:12]2[n:13][c:14]([CH2:19][O:20][CH3:26])[cH:15][c:16]([CH3:18])[n:17]2)[CH2:21][CH3:22])[cH:4][cH:5][c:6]([CH:8]([CH3:9])[CH3:10])[cH:7]1. Procedure: The title compound was prepared from methyl 5-(5-bromo-1H-benzimidazol-1-yl)-3-hydroxy-2-thiophenecarboxylate (0.64 g, 1.8 mmol) and 1,1-dimethylethyl 4-({2-chloro-3-[(1S)-1-hydroxyethyl]phenyl}oxy)-1-piperidinecarboxylate (0.78 g, 2.2 mmol) using a procedure analogous to Intermediate 2, Step C to give 1.22 g of the desired product. MS (ESI): 692.4 [M+H]+. As a reaction SMILES: [Br:1][C:2]1[CH:20]=[CH:19][C:5]2[N:6]([C:9]3[S:13][C:12]([C:14]([O:16][CH3:17])=[O:15])=[C:11]([OH:18])[CH:10]=3)[CH:7]=[N:8][C:4]=2[CH:3]=1.[Cl:21][C:22]1[C:27]([C@@H:28](O)[CH3:29])=[CH:26][CH:25]=[CH:24][C:23]=1[O:31][CH:32]1[CH2:37][CH2:36][N:35]([C:38]([O:40][C:41]([CH3:44])([CH3:43])[CH3:42])=[O:39])[CH2:34][CH2:33]1>>[Br:1][C:2]1[CH:20]=[CH:19][C:5]2[N:6]([C:9]3[S:13][C:12]([C:14]([O:16][CH3:17])=[O:15])=[C:11]([O:18][C@@H:28]([C:27]4[C:22]([Cl:21])=[C:23]([O:31][CH:32]5[CH2:37][CH2:36][N:35]([C:38]([O:40][C:41]([CH3:44])([CH3:43])[CH3:42])=[O:39])[CH2:34][CH2:33]5)[CH:24]=[CH:25][CH:26]=4)[CH3:29])[CH:10]=3)[CH:7]=[N:8][C:4]=2[CH:3]=1. Reactants: BrC1=CC2=C(N(C=N2)C2=CC(=C(S2)C(=O)OC)O)C=C1 (methyl 5-(5-bromo-1H-benzimidazol-1-yl)-3-hydroxy-2-thiophenecarboxylate), ClC1=C(C=CC=C1[C@H](C)O)OC1CCN(CC1)C(=O)OC(C)(C)C (1,1-dimethylethyl 4-({2-chloro-3-[(1S)-1-hydroxyethyl]phenyl}oxy)-1-piperidinecarboxylate), Intermediate 2. The product is BrC1=CC2=C(N(C=N2)C2=CC(=C(S2)C(=O)OC)O[C@H](C)C=2C(=C(C=CC2)OC2CCN(CC2)C(=O)OC(C)(C)C)Cl)C=C1 (1,1-Dimethylethyl 4-({3-[(1R)-1-({5-(5-bromo-1H-benzimidazol-1-yl)-2-[(methyloxy)carbonyl]-3-thienyl}oxy)ethyl]-2-chlorophenyl}oxy)-1-piperidinecarboxylate). Yield: 98.1%. Reactants: [N+](=O)(O)[O-].[N+](=O)(O)[O-].COC=1C=C(C=CC1N1C=NC(=C1)C)NC(=N)N (N-[3-methoxy-4-(4-methyl-imidazol-1-yl)-phenyl]guanidine dinitrate), CN(C=CC(C(C)(C1=CC(=C(C(=C1)F)F)F)C)=O)C (1-dimethylamino-4-methyl-4-(3,4,5-trifluoro-phenyl)-pent-1-en-3-one). Product: COC=1C=C(C=CC1N1C=NC(=C1)C)NC1=NC=CC(=N1)C(C)(C1=CC(=C(C(=C1)F)F)F)C ([3-Methoxy-4-(4-methyl-imidazol-1-yl)-phenyl]-{4-[1-methyl-1-(3,4,5-trifluoro-phenyl)-ethyl]-pyrimidin-2-yl}-amine). The yield is 21.0%. Reaction SMILES: [N+]([O-])(O)=O.[N+]([O-])(O)=O.[CH3:9][O:10][C:11]1[CH:12]=[C:13]([NH:23][C:24]([NH2:26])=[NH:25])[CH:14]=[CH:15][C:16]=1[N:17]1[CH:21]=[C:20]([CH3:22])[N:19]=[CH:18]1.CN(C)[CH:29]=[CH:30][C:31](=O)[C:32]([CH3:43])([C:34]1[CH:39]=[C:38]([F:40])[C:37]([F:41])=[C:36]([F:42])[CH:35]=1)[CH3:33]>>[CH3:9][O:10][C:11]1[CH:12]=[C:13]([NH:23][C:24]2[N:26]=[C:31]([C:32]([CH3:43])([C:34]3[CH:35]=[C:36]([F:42])[C:37]([F:41])=[C:38]([F:40])[CH:39]=3)[CH3:33])[CH:30]=[CH:29][N:25]=2)[CH:14]=[CH:15][C:16]=1[N:17]1[CH:21]=[C:20]([CH3:22])[N:19]=[CH:18]1 |f:0.1.2|. Procedure: The title compound was prepared in analogous manner as described in example 4c) from N-[3-methoxy-4-(4-methyl-imidazol-1-yl)-phenyl]guanidine dinitrate and 1-dimethylamino-4-methyl-4-(3,4,5-trifluoro-phenyl)-pent-1-en-3-one as a pale-brown solid in 21% yield.